This data is from the Open Reaction Database (ORD), a public repository of structured organic reaction records. The task is: describe an organic reaction: reactants, conditions, products, and yield Starting materials: C1(CC1)O[C@@H]1[C@]2(C)[C@@H](CC1)[C@@H]1CCC3=CC(CC[C@]3(C)[C@H]1CC2)=O (17β-cyclopropyloxy-androst-4-en-3-one), CC(C)([O-])C.[K+] (potassium tert-butoxide), [N+](=O)(OC(C)C)[O-] (isopropyl nitrate), CO (methanol). Run in C(Cl)(Cl)Cl (CHCl3). The product is C1(CC1)O[C@@H]1[C@]2(C)[C@@H](CC1)[C@@H]1CCC3=C(C(CC[C@]3(C)[C@H]1CC2)=O)[N+](=O)[O-] (17β-cyclopropyloxy-4-nitroandrost-4-en-3-one), 1-c-C3H5 -O. Reaction SMILES: [CH:1]1([O:4][C@H:5]2[CH2:10][CH2:9][C@H:8]3[C@H:11]4[C@H:21]([CH2:22][CH2:23][C@:6]23[CH3:7])[C@:19]2([CH3:20])[C:14](=[CH:15][C:16](=[O:24])[CH2:17][CH2:18]2)[CH2:13][CH2:12]4)[CH2:3][CH2:2]1.CC(C)([O-])C.[K+].[N+:31]([O-])([O:33]C(C)C)=[O:32].CO>C(Cl)(Cl)Cl>[CH:1]1([O:4][C@H:5]2[CH2:10][CH2:9][C@H:8]3[C@H:11]4[C@H:21]([CH2:22][CH2:23][C@:6]23[CH3:7])[C@:19]2([CH3:20])[C:14](=[C:15]([N+:31]([O-:33])=[O:32])[C:16](=[O:24])[CH2:17][CH2:18]2)[CH2:13][CH2:12]4)[CH2:2][CH2:3]1 |f:1.2|. Reported procedure: 17β-cyclopropyloxy-androst-4-en-3-one (9.70 g, 29.5 mM), potassium tert-butoxide (7.0 g, 62.4 mM), and isopropyl nitrate (2.99 ml) are reacted by the method of Example 1 to yield 17β-cyclopropyloxy-4-nitroandrost-4-en-3-one, m.p. 137°-38° C. (methanol) IR (CHCl3) , 1695, 1622(m) , 1535, 1373 cm-1MS(CI) 374(100%, M+10, 316(20%, M+1-c-C3H5 -O) 1H-NMR (CDCl3) 0.38-0.61(4H, m), 0.80(3H, s, C18 -Me), 1.29(s, C19 -Me), 3.25-3.33(1H, m, cyclopropyl-CHO), 3.44(1H, t, C17 -H) . Starting materials: C1CCOC1, COC(=O)c1ccc(C(=O)Nc2n[nH]c3ccc(Cc4cc(F)cc(F)c4)cc23)c([N+](=O)[O-])c1, [Li+], [OH-], O, O. The product is O=C(O)c1ccc(C(=O)Nc2n[nH]c3ccc(Cc4cc(F)cc(F)c4)cc23)c([N+](=O)[O-])c1. As a reaction SMILES: [CH2:39]1[O:40][CH2:41][CH2:42][CH2:43]1.[F:1][c:2]1[cH:3][c:4]([CH2:5][c:6]2[cH:7][c:8]3[c:9]([NH:15][C:16](=[O:17])[c:18]4[c:19]([N+:28](=[O:29])[O-:30])[cH:20][c:21]([C:22](=[O:23])[O:24][CH3:25])[cH:26][cH:27]4)[n:10][nH:11][c:12]3[cH:13][cH:14]2)[cH:31][c:32]([F:34])[cH:33]1.[Li+:37].[OH-:36].[OH2:35].[OH2:38]>>[F:1][c:2]1[cH:3][c:4]([CH2:5][c:6]2[cH:7][c:8]3[c:9]([NH:15][C:16](=[O:17])[c:18]4[c:19]([N+:28](=[O:29])[O-:30])[cH:20][c:21]([C:22](=[O:23])[OH:24])[cH:26][cH:27]4)[n:10][nH:11][c:12]3[cH:13][cH:14]2)[cH:31][c:32]([F:34])[cH:33]1. Reactants: C(C)OC(=O)C1=NN2C(NC=3C=CC=CC3C2=C1)=S (5,6-dihydro-5-thioxopyrazolo-[1,5-c]quinazoline-2-carboxylic acid ethyl ester), [BH4-].[Li+] (lithium borohydride), Cl (hydrochloric acid). Solvent: O (water). Conditions: time 20 hour. The product is OCC1=NN2C(NC=3C=CC=CC3C2=C1)=S (2-(Hydroxymethyl)pyrazolo[1,5-c]quinazoline-5(6H)-thione). As a reaction SMILES: C([O:3][C:4]([C:6]1[CH:18]=[C:17]2[N:8]([C:9](=[S:19])[NH:10][C:11]3[CH:12]=[CH:13][CH:14]=[CH:15][C:16]=32)[N:7]=1)=O)C.[BH4-].[Li+].Cl>O>[OH:3][CH2:4][C:6]1[CH:18]=[C:17]2[N:8]([C:9](=[S:19])[NH:10][C:11]3[CH:12]=[CH:13][CH:14]=[CH:15][C:16]=32)[N:7]=1 |f:1.2|. Reported procedure: 0.519 g (0.0019 mole) of 5,6-dihydro-5-thioxopyrazolo-[1,5-c]quinazoline-2-carboxylic acid ethyl ester is suspended in 10 ml distilled tetrahydrofuran and treated with 0.1 g (0.004 mole) of 85% lithium borohydride at room temperature. After 20 hours of stirring, the reaction mixture is cooled to 0°, 4.5 ml of 1N hydrochloric acid is added and stirring is continued for 30 minutes. 25 ml of water is added and the product is filtered off after 10 minutes and dried. The reactants are ClC=1SC=CC1 (2-Chlorothiophene), ice water, ClS(=O)(=O)O (chlorosulphonic acid). Conditions: temperature 30 celsius. Yields the product ClC=1SC(=CC1S(=O)(=O)Cl)S(=O)(=O)Cl (2-Chloro-3,5-bischlorosulphonylthiophene). RXN SMILES: [Cl:1][C:2]1[S:3][CH:4]=[CH:5][CH:6]=1.[Cl:7][S:8]([OH:11])(=O)=[O:9]>>[Cl:1][C:2]1[S:3][C:4]([S:8]([Cl:7])(=[O:11])=[O:9])=[CH:5][C:6]=1[S:8]([Cl:7])(=[O:11])=[O:9]. Procedure: 2-Chlorothiophene (40 g) was added to stirred chlorosulphonic acid (400 ml) over a five minute period. The solution was then heated at 80°-90° C. for four hours, cooled to 30° C., and added to ice-water with stirring. The product was filtered off, washed with water and dried. The yield was 84 g.